This data is from the Open Reaction Database (ORD), a public repository of structured organic reaction records. The task is: describe an organic reaction: reactants, conditions, products, and yield The reactants are C, CO, Cc1cc(C)c(C=O)c(O)c1C, [Pd]. Yields the product Cc1cc(C)c(C)c(O)c1C. As a reaction SMILES: [C:15].[CH3:13][OH:14].[OH:1][c:2]1[c:3]([CH:4]=[O:5])[c:6]([CH3:12])[cH:7][c:8]([CH3:11])[c:9]1[CH3:10].[Pd:16]>>[OH:1][c:2]1[c:3]([CH3:4])[c:6]([CH3:12])[cH:7][c:8]([CH3:11])[c:9]1[CH3:10]. Procedure: The procedure of Example 17 was repeated, but an initiator was employed that was prepared by reacting, at ambient temperature, the naphthalene potassium solution which was the result of the preliminary addition of potassium to naphthalene in THF, with α-methylstyrene. The molar ratio of the ligand to the initiator was 10. The solvent employed was THF. The results obtained are reported in Table 3: The product is [K] (potassium), C1=CC=CC2=CC=CC=C12 (naphthalene), CC(=C)C1=CC=CC=C1 (α-methylstyrene). Reactants: [K].C1=CC=CC2=CC=CC=C12 (naphthalene potassium), C1CCOC1 (THF). Reaction SMILES: [K:1].[CH:2]1[C:11]2[C:6](=[CH:7][CH:8]=[CH:9][CH:10]=2)[CH:5]=[CH:4][CH:3]=1.[CH2:12]1COCC1>>[K:1].[CH:10]1[C:11]2[C:6](=[CH:5][CH:4]=[CH:3][CH:2]=2)[CH:7]=[CH:8][CH:9]=1.[CH3:12][C:5]([C:6]1[CH:7]=[CH:8][CH:9]=[CH:10][CH:11]=1)=[CH2:4] |f:0.1,^1:0,16|. Starting materials: C(C)OCC (diethyl ether), COC(CBr)OC (2-bromoacetaldehyde-dimethylacetal), [H-].[Na+] (sodium hydride), COC1=CC=C(C=C1)C1=NC(SC1C1=CC=C(C=C1)OC)=S (4,5-bis-(p-methoxyphenyl)-thiazoline-2-thione). Run in CN(P(N(C)C)(N(C)C)=O)C (hexamethylphosphoric acid triamide). Reaction conditions: time 1 hour. Product: COC(CSC=1SC(=C(N1)C1=CC=C(C=C1)OC)C1=CC=C(C=C1)OC)OC (2-[4,5-bis-(p-methoxyphenyl)-thiazol-2-ylthio]-acetaldehyde-dimethylacetal). RXN SMILES: [CH3:1][O:2][C:3]1[CH:8]=[CH:7][C:6]([C:9]2[CH:13]([C:14]3[CH:19]=[CH:18][C:17]([O:20][CH3:21])=[CH:16][CH:15]=3)[S:12][C:11](=[S:22])[N:10]=2)=[CH:5][CH:4]=1.[CH3:23][O:24][CH:25]([O:28][CH3:29])[CH2:26]Br.[H-].[Na+].C(OCC)C>CN(C)P(=O)(N(C)C)N(C)C>[CH3:23][O:24][CH:25]([O:28][CH3:29])[CH2:26][S:22][C:11]1[S:12][C:13]([C:14]2[CH:19]=[CH:18][C:17]([O:20][CH3:21])=[CH:16][CH:15]=2)=[C:9]([C:6]2[CH:7]=[CH:8][C:3]([O:2][CH3:1])=[CH:4][CH:5]=2)[N:10]=1 |f:2.3|. Procedure details: 20.0 g of 4,5-bis-(p-methoxyphenyl)-thiazoline-2-thione are dissolved in 100 ml of hexamethylphosphoric acid triamide at 35°. The mixture is allowed to cool to 20°, first 11.2 g of 2-bromoacetaldehyde-dimethylacetal and then, in portions, 2.9 g of 50% strength sodium hydride suspension (in mineral oil, de-oiled with hexane) are added, the reaction temperature being maintained at 25°-30° by cooling. The mixture is then stirred at room temperature for 1 hour, poured onto ice, the oil which separat...